From a dataset of the Open Reaction Database (ORD), a public repository of structured organic reaction records. describe an organic reaction: reactants, conditions, products, and yield The reactants are CCn1cc(CO)c(OCc2ccc(OCc3nc(-c4ccco4)oc3C)c(OC)c2)n1, C1CCOC1. Product: CCn1cc(C=O)c(OCc2ccc(OCc3nc(-c4ccco4)oc3C)c(OC)c2)n1. Reaction SMILES: [CH2:1]([CH3:2])[n:3]1[n:4][c:5]([O:10][CH2:11][c:12]2[cH:13][c:14]([O:31][CH3:32])[c:15]([O:18][CH2:19][c:20]3[n:21][c:22](-[c:26]4[o:27][cH:28][cH:29][cH:30]4)[o:23][c:24]3[CH3:25])[cH:16][cH:17]2)[c:6]([CH2:8][OH:9])[cH:7]1.[O:33]1[CH2:34][CH2:35][CH2:36][CH2:37]1>>[CH2:1]([CH3:2])[n:3]1[n:4][c:5]([O:10][CH2:11][c:12]2[cH:13][c:14]([O:31][CH3:32])[c:15]([O:18][CH2:19][c:20]3[n:21][c:22](-[c:26]4[o:27][cH:28][cH:29][cH:30]4)[o:23][c:24]3[CH3:25])[cH:16][cH:17]2)[c:6]([CH:8]=[O:9])[cH:7]1. Starting materials: NCCC1=CNC2=CC=CC=C12 (tryptamine), C(C1=CC=CC=C1)=O (benzaldehyde), C(Cl)Cl (methylene chloride), CO (methanol). The solvent is C(C)(=O)O (acetic acid). The product is C1(=CC=CC=C1)C1NCCC=2C3=CC=CC=C3NC12 (1-Phenyl-1,2,3,4-tetrahydro-β-carboline). The yield is 661.9%. As a reaction SMILES: [NH2:1][CH2:2][CH2:3][C:4]1[C:12]2[C:7](=[CH:8][CH:9]=[CH:10][CH:11]=2)[NH:6][CH:5]=1.[CH:13](=O)[C:14]1[CH:19]=[CH:18][CH:17]=[CH:16][CH:15]=1.C(Cl)Cl.CO>C(O)(=O)C>[C:14]1([CH:13]2[C:5]3[NH:6][C:7]4[C:12](=[CH:11][CH:10]=[CH:9][CH:8]=4)[C:4]=3[CH2:3][CH2:2][NH:1]2)[CH:19]=[CH:18][CH:17]=[CH:16][CH:15]=1. Reported procedure: A mixture of 1.0 g (6.24 mmol) of tryptamine and 0.73 g (0.87 mmol) of benzaldehyde in 10 ml of acetic acid was refluxed for 3 hours. After completion of the reaction, the solvent was distilled off, and the residue was made alkaline by the addition of a saturated aqueous solution of sodium hydrogencarbonate, followed by extraction with ethyl acetate. The extract was washed with a saturated aqueous solution of sodium chloride and dried over anhydrous sodium sulfate, and then the solvent was remov... The reactants are CO, O=C(N1CC=C(c2ccc(F)cc2C(F)(F)F)C1)N1CCOc2ccccc21. Yields the product O=C(N1CCC(c2ccc(F)cc2C(F)(F)F)C1)N1CCOc2ccccc21. RXN SMILES: [CH3:29][OH:30].[O:1]1[CH2:2][CH2:3][N:4]([C:11](=[O:12])[N:13]2[CH2:14][C:15]([c:18]3[c:19]([C:25]([F:26])([F:27])[F:28])[cH:20][c:21]([F:24])[cH:22][cH:23]3)=[CH:16][CH2:17]2)[c:5]2[c:6]1[cH:7][cH:8][cH:9][cH:10]2>>[O:1]1[CH2:2][CH2:3][N:4]([C:11](=[O:12])[N:13]2[CH2:14][CH:15]([c:18]3[c:19]([C:25]([F:26])([F:27])[F:28])[cH:20][c:21]([F:24])[cH:22][cH:23]3)[CH2:16][CH2:17]2)[c:5]2[c:6]1[cH:7][cH:8][cH:9][cH:10]2. Reactants: C1CCNC1, CC(C)O, COC(=O)c1ccc2c(c1)nc(Cl)n2-c1ccc(OC(F)(F)F)cc1. As a reaction SMILES: [CH2:26]1[CH2:27][CH2:28][NH:29][CH2:30]1.[CH:31]([OH:32])([CH3:33])[CH3:34].[Cl:1][c:2]1[n:3][c:4]2[c:5]([n:6]1-[c:7]1[cH:8][cH:9][c:10]([O:13][C:14]([F:15])([F:16])[F:17])[cH:11][cH:12]1)[cH:18][cH:19][c:20]([C:22](=[O:23])[O:24][CH3:25])[cH:21]2>>[c:2]1([N:29]2[CH2:28][CH2:27][CH2:26][CH2:30]2)[n:3][c:4]2[c:5]([n:6]1-[c:7]1[cH:8][cH:9][c:10]([O:13][C:14]([F:15])([F:16])[F:17])[cH:11][cH:12]1)[cH:18][cH:19][c:20]([C:22](=[O:23])[O:24][CH3:25])[cH:21]2. The product is COC(=O)c1ccc2c(c1)nc(N1CCCC1)n2-c1ccc(OC(F)(F)F)cc1.